From a dataset of the Open Reaction Database (ORD), a public repository of structured organic reaction records. describe an organic reaction: reactants, conditions, products, and yield The reactants are C(C1=CC=CC=C1)C1=CC(=CC2=C1OC(C(N2)=O)C)C=O (8-Benzyl-2-methyl-3-oxo-3,4-dihydro-2H-benzo[b][1,4]oxazine-6-carbaldehyde), C(C)NC(C1=CC=C(C=C1)N1CCNCC1)=O (N-Ethyl-4-(piperazin-1-yl)benzamide). Yields the product C(C1=CC=CC=C1)C1=CC(=CC2=C1OC(C(N2)=O)C)CN2CCN(CC2)C2=CC=C(C(=O)NCC)C=C2 (4-(4-((8-Benzyl-2-methyl-3-oxo-3,4-dihydro-2H-benzo[b][1,4]oxazin-6-yl)methyl)piperazin-1-yl)-N-ethylbenzamide). As a reaction SMILES: [CH2:1]([C:8]1[C:13]2[O:14][CH:15]([CH3:19])[C:16](=[O:18])[NH:17][C:12]=2[CH:11]=[C:10]([CH:20]=O)[CH:9]=1)[C:2]1[CH:7]=[CH:6][CH:5]=[CH:4][CH:3]=1.[CH2:22]([NH:24][C:25](=[O:38])[C:26]1[CH:31]=[CH:30][C:29]([N:32]2[CH2:37][CH2:36][NH:35][CH2:34][CH2:33]2)=[CH:28][CH:27]=1)[CH3:23]>>[CH2:1]([C:8]1[C:13]2[O:14][CH:15]([CH3:19])[C:16](=[O:18])[NH:17][C:12]=2[CH:11]=[C:10]([CH2:20][N:35]2[CH2:34][CH2:33][N:32]([C:29]3[CH:28]=[CH:27][C:26]([C:25]([NH:24][CH2:22][CH3:23])=[O:38])=[CH:31][CH:30]=3)[CH2:37][CH2:36]2)[CH:9]=1)[C:2]1[CH:3]=[CH:4][CH:5]=[CH:6][CH:7]=1. Procedure: Using 353A and N-ethyl-4-(piperazin-1-yl)benzamide 283 in the general procedure for reductive aminations, the title compound was obtained as a light grey solid: 1H NMR (400 MHz, DMSO-d6) δ ppm 1.09 (t, J=7.20 Hz, 3H) 1.32 (d, J=6.82 Hz, 3H) 2.41-2.49 (m, 4H) 3.16-3.29 (m, 6H) 3.38 (s, 2H) 3.89 (s, 2H) 4.53-4.60 (m, 1H) 6.75-6.82 (m, 2H) 6.93 (m, 2H) 7.14-7.19 (m, 1H) 7.19-7.23 (m, 2 H) 7.24-7.29 (m, 2H) 7.71 (m, 2H) 8.17 (t, J=5.68 Hz, 1H) 10.59 (s, 1H). ESI-MS: m/z 499.4 (M+H)+. mp=198.1-205.7°... The reactants are Cl (hydrogen chloride), O=C1CC(CC(C1C(CC)=O)=O)C#N (3,5-dioxo-4-propionylcyclohexanecarbonitrile), CS (methyl mercaptan), Cl (hydrogen chloride). The solvent is C(C)OCC (diethyl ether). Reaction conditions: temperature 0 celsius, time 0.5 hour. The product is Cl.O=C1CC(CC(C1C(CC)=O)=O)C(=N)SC (S-Methyl 3,5-dioxo-4-propionylcyclohexanethiocarboximidate hydrochloride). RXN SMILES: [O:1]=[C:2]1[CH:7]([C:8](=[O:11])[CH2:9][CH3:10])[C:6](=[O:12])[CH2:5][CH:4]([C:13]#[N:14])[CH2:3]1.[CH3:15][SH:16].[ClH:17]>C(OCC)C>[ClH:17].[O:12]=[C:6]1[CH:7]([C:8](=[O:11])[CH2:9][CH3:10])[C:2](=[O:1])[CH2:3][CH:4]([C:13]([S:16][CH3:15])=[NH:14])[CH2:5]1 |f:4.5|. Procedure: 5.0 g (0.026 mol) of 3,5-dioxo-4-propionylcyclohexanecarbonitrile and 1.37 g (0.028 mol) of methyl mercaptan were dissolved in 100 ml of dry diethyl ether. The solution was cooled to 0° C. and then a vigorous stream of dry hydrogen chloride was passed through it. After 0.5 h the gas stream was turned off, and the reaction mixture was slowly warmed to room temperature. It was again cooled to 0° C., hydrogen chloride was passed in (0.5 h) and then the cooling was removed and the mixture was left t... Reactants: CCO, [Cl-], COc1ccc(C(=O)C(F)(F)F)cc1, [NH3+]O, c1ccncc1. Product: COc1ccc(C(=NO)C(F)(F)F)cc1. As a reaction SMILES: [CH3:24][CH2:25][OH:26].[Cl-:15].[F:1][C:2]([C:3](=[O:4])[c:5]1[cH:6][cH:7][c:8]([O:11][CH3:12])[cH:9][cH:10]1)([F:13])[F:14].[OH:16][NH3+:17].[cH:18]1[cH:19][cH:20][n:21][cH:22][cH:23]1>>[F:1][C:2]([C:3]([c:5]1[cH:6][cH:7][c:8]([O:11][CH3:12])[cH:9][cH:10]1)=[N:17][OH:16])([F:13])[F:14]. Starting materials: Cc1oc2ccc([N+](=O)[O-])cc2c1[N+](=O)[O-], CCOC(C)=O, [Cl-], [Na+], [OH-], O. Product: Cc1oc2ccc(N)cc2c1[N+](=O)[O-]. As a reaction SMILES: [CH3:1][c:2]1[o:3][c:4]2[c:5]([c:6]1[N+:7](=[O:8])[O-:9])[cH:10][c:11]([N+:14]([O-:15])=[O:16])[cH:12][cH:13]2.[CH3:21][CH2:22][O:23][C:24](=[O:25])[CH3:26].[Cl-:17].[Na+:20].[OH-:19].[OH2:18]>>[CH3:1][c:2]1[o:3][c:4]2[c:5]([c:6]1[N+:7](=[O:8])[O-:9])[cH:10][c:11]([NH2:14])[cH:12][cH:13]2. Starting materials: CC=1C=C(C(=NC1C)C1=NC=CC=C1)OC1=CC=NC2=CC(=C(C=C12)OC)O (4-(5,6-Dimethyl-[2,2′]bipyridin-3-yloxy)-6-methoxy-quinolin-7-ol), CC=1C=C(C(=NC1C)C1=NC=CC=C1)OC1=CC=NC2=CC(=C(C=C12)OC)O (4-(5,6-Dimethyl-[2,2′]bipyridin-3-yloxy)-6-methoxy-quinolin-7-ol), C([O-])([O-])=O.[K+].[K+] (potassium carbonate), BrCCCO (3-bromo-1-propanol). Solvent: CN(C=O)C (N,N-dimethylformamide). Run at time 8 hour. Product: CC=1C=C(C(=NC1C)C1=NC=CC=C1)OC1=CC=NC2=CC(=C(C=C12)OC)OCCCO (3-[4-(5,6-Dimethyl-[2,2′]bipyridin-3-yloxy)-6-methoxy-quinolin-7-yloxy]-propan-1-ol). Isolated yield 42.0%. RXN SMILES: [CH3:1][C:2]1[CH:3]=[C:4]([O:15][C:16]2[C:25]3[C:20](=[CH:21][C:22]([OH:28])=[C:23]([O:26][CH3:27])[CH:24]=3)[N:19]=[CH:18][CH:17]=2)[C:5]([C:9]2[CH:14]=[CH:13][CH:12]=[CH:11][N:10]=2)=[N:6][C:7]=1[CH3:8].C(=O)([O-])[O-].[K+].[K+].Br[CH2:36][CH2:37][CH2:38][OH:39]>CN(C)C=O>[CH3:1][C:2]1[CH:3]=[C:4]([O:15][C:16]2[C:25]3[C:20](=[CH:21][C:22]([O:28][CH2:36][CH2:37][CH2:38][OH:39])=[C:23]([O:26][CH3:27])[CH:24]=3)[N:19]=[CH:18][CH:17]=2)[C:5]([C:9]2[CH:14]=[CH:13][CH:12]=[CH:11][N:10]=2)=[N:6][C:7]=1[CH3:8] |f:1.2.3|. Procedure: 4-(5,6-Dimethyl-[2,2′]bipyridin-3-yloxy)-6-methoxy-quinolin-7-ol (compound 338) (45 mg) was suspended in N,N-dimethylformamide (5 ml), potassium carbonate (50 mg) and 3-bromo-1-propanol (0.03 ml) were added to the suspension, and the mixture was stirred at room temperature overnight. The solvent was removed by distillation under the reduced pressure, water was then added to the residue, and the mixture was extracted with chloroform. The chloroform layer was washed with saturated brine and was dr... The reactants are OO (hydrogen peroxide), C(CCCCCCCCCCCCCCC)OCC1OCCCC1=O (2-hexadecyloxymethyltetrahydropyran-3-one), [OH-].[Na+] (sodium hydroxide), CCC([BH-](C(CC)C)C(CC)C)C.[Li+] (L-selectride). The solvent is O (water), O1CCCC1 (tetrahydrofuran), O1CCCC1 (tetrahydrofuran). Reaction conditions: time 60 minute. The product is C(CCCCCCCCCCCCCCC)OC[C@@H]1OCCC[C@@H]1O (cis-2-Hexadecyloxymethyl-3-hydroxytetrahydropyran). Reaction SMILES: [CH2:1]([O:17][CH2:18][CH:19]1[C:24](=[O:25])[CH2:23][CH2:22][CH2:21][O:20]1)[CH2:2][CH2:3][CH2:4][CH2:5][CH2:6][CH2:7][CH2:8][CH2:9][CH2:10][CH2:11][CH2:12][CH2:13][CH2:14][CH2:15][CH3:16].CCC(C)[BH-](C(C)CC)C(C)CC.[Li+].[OH-].[Na+].OO>O1CCCC1.O>[CH2:1]([O:17][CH2:18][C@H:19]1[C@@H:24]([OH:25])[CH2:23][CH2:22][CH2:21][O:20]1)[CH2:2][CH2:3][CH2:4][CH2:5][CH2:6][CH2:7][CH2:8][CH2:9][CH2:10][CH2:11][CH2:12][CH2:13][CH2:14][CH2:15][CH3:16] |f:1.2,3.4|. Procedure: 3.011 g of dl-2-hexadecyloxymethyltetrahydropyran-3-one (prepared as described in Preparation 3) were dissolved in 10 ml of tetrahydrofuran and cooled with ice. 12 ml of a 1M tetrahydrofuran solution containing L-selectride were added dropwise over 10 minutes, and the reaction mixture was then stirred at 0°-5° C. for 30 minutes and at room temperature for 60 minutes. The reaction mixture was then ice-cooled again, and 5 ml of a 10% w/v aqueous solution of sodium hydroxide were added at 5°-15° C.... The reactants are O=C(Cl)C12CC3CC(CC(C3)C1)C2, Nc1ccc2ncccc2c1, O, c1ccncc1. Product: O=C(Nc1ccc2ncccc2c1)C12CC3CC(CC(C3)C1)C2. RXN SMILES: [C:1]12([C:11](=[O:12])[Cl:13])[CH2:2][CH:3]3[CH2:4][CH:5]([CH2:6][CH:7]([CH2:8]1)[CH2:9]3)[CH2:10]2.[NH2:14][c:15]1[cH:16][c:17]2[cH:18][cH:19][cH:20][n:21][c:22]2[cH:23][cH:24]1.[OH2:31].[cH:25]1[cH:26][cH:27][n:28][cH:29][cH:30]1>>[C:1]12([C:11](=[O:12])[NH:14][c:15]3[cH:16][c:17]4[cH:18][cH:19][cH:20][n:21][c:22]4[cH:23][cH:24]3)[CH2:2][CH:3]3[CH2:4][CH:5]([CH2:6][CH:7]([CH2:8]1)[CH2:9]3)[CH2:10]2.